Dataset: the Open Reaction Database (ORD), a public repository of structured organic reaction records. Task: describe an organic reaction: reactants, conditions, products, and yield The reactants are C(CC)NCCCC(=O)OC(C)(C)C (t-butyl 4-propylaminobutyrate), BrC=1C=CC(=C(C=O)C1)F (5-bromo-2-fluorobenzaldehyde), C([O-])([O-])=O.[K+].[K+] (potassium carbonate). Run in CN(C)C=O (DMF), C(C)(=O)OCC (ethyl acetate). Conditions: temperature 80 celsius, time 94 hour. Product: BrC1=CC(=C(C=C1)CCCNCCCC(=O)OC(C)(C)C)C=O (t-but yl 4-(4-bromo-2-formylphenyl)propylaminobutyrate). The yield is 52.3%. Reaction SMILES: [CH2:1]([NH:4][CH2:5][CH2:6][CH2:7][C:8]([O:10][C:11]([CH3:14])([CH3:13])[CH3:12])=[O:9])[CH2:2][CH3:3].[Br:15][C:16]1[CH:17]=[CH:18][C:19](F)=[C:20]([CH:23]=1)[CH:21]=[O:22].C(=O)([O-])[O-].[K+].[K+]>CN(C=O)C.C(OCC)(=O)C>[Br:15][C:16]1[CH:17]=[CH:18][C:19]([CH2:3][CH2:2][CH2:1][NH:4][CH2:5][CH2:6][CH2:7][C:8]([O:10][C:11]([CH3:13])([CH3:12])[CH3:14])=[O:9])=[C:20]([CH:21]=[O:22])[CH:23]=1 |f:2.3.4|. Procedure: To a solution of t-butyl 4-propylaminobutyrate (14.2 g, 70.7 mmol) in DMF (20 ml) were added 5-bromo-2-fluorobenzaldehyde (14.4 g, 70.9 mmol) and potassium carbonate (14.7 g, 106 mmol) at room temperature, and the mixture was stirred at 80° C. for 94 hours. The mixture was diluted with ethyl acetate, washed with water and saturated brine, and dried with anhydrous magnesium sulfate. The solvent was evaporated under reduced pressure, and the residue was purified with silica gel column chromatograp... Starting materials: BrC=1C=NC=C(C(=O)OCC)C1 (ethyl 5-bromonicotinate), solution, C[Mg]Br (methyl magnesium bromide), C(C)OCC (diethyl ether), CCOCC (ether). The product is BrC=1C=NC=C(C1)C(C)(C)O (3-bromo-5-(1-hydroxy-1-methylethyl)pyridine). As a reaction SMILES: [Br:1][C:2]1[CH:3]=[N:4][CH:5]=[C:6]([CH:12]=1)C(OCC)=O.[CH3:13][Mg]Br.C([O:18][CH2:19][CH3:20])C>>[Br:1][C:2]1[CH:3]=[N:4][CH:5]=[C:6]([C:19]([OH:18])([CH3:20])[CH3:13])[CH:12]=1. Procedure details: To a solution of ethyl 5-bromonicotinate (1.02 g, 4.4 mmol) in diethyl ether (15 mL) at −30° C. was added a 3M solution of methyl magnesium bromide in ether (4 mL, 12 mmol). The resulting slurry was refluxed for 2 hours then cooled and quenched with an excess of 0.5M aqueous monobasic sodium phosphate and partitioned between ether and water. The product from the organic phase was chromatographed on silica gel eluting with a 2:1:2 mixture of ether, pentane and ammonia-saturated methylene chloride... Starting materials: BrCC=1C=C(C=CC1)NC(CC1=CC=C(C=C1)OCCCCCCCCCCCCCC)=O (N-[3-(bromomethyl)phenyl]-4-(tetradecyloxy)benzeneacetamide), N1=CC(=CC(=C1)C)C (3,5-lutidine). Solvent: C(C)#N (acetonitrile). The product is [Br-].CC=1C=[N+](C=C(C1)C)CC1=CC(=CC=C1)NC(CC1=CC=C(C=C1)OCCCCCCCCCCCCCC)=O (3,5-Dimethyl-1-[[3-[[[4-(tetradecyloxy)phenyl] acetyl]amino]phenyl]methyl]pyridinium bromide). Yield: 88.3%. As a reaction SMILES: [Br:1][CH2:2][C:3]1[CH:4]=[C:5]([NH:9][C:10](=[O:33])[CH2:11][C:12]2[CH:17]=[CH:16][C:15]([O:18][CH2:19][CH2:20][CH2:21][CH2:22][CH2:23][CH2:24][CH2:25][CH2:26][CH2:27][CH2:28][CH2:29][CH2:30][CH2:31][CH3:32])=[CH:14][CH:13]=2)[CH:6]=[CH:7][CH:8]=1.[N:34]1[CH:39]=[C:38]([CH3:40])[CH:37]=[C:36]([CH3:41])[CH:35]=1>C(#N)C>[Br-:1].[CH3:41][C:36]1[CH:35]=[N+:34]([CH2:2][C:3]2[CH:8]=[CH:7][CH:6]=[C:5]([NH:9][C:10](=[O:33])[CH2:11][C:12]3[CH:17]=[CH:16][C:15]([O:18][CH2:19][CH2:20][CH2:21][CH2:22][CH2:23][CH2:24][CH2:25][CH2:26][CH2:27][CH2:28][CH2:29][CH2:30][CH2:31][CH3:32])=[CH:14][CH:13]=3)[CH:4]=2)[CH:39]=[C:38]([CH3:40])[CH:37]=1 |f:3.4|. Reported procedure: A mixture of 1.5 g of N-[3-(bromomethyl)phenyl]-4-(tetradecyloxy)benzeneacetamide and 933.5 mg of 3,5-lutidine is refluxed in 25 ml of acetonitrile for 4 hours under argon. The solvent is evaporated and the residue stirred with ether and collected by centrifugation. The solid is washed several times with ether and vacuum dried to give 1.6 g of the desired product as a white powder, m.p. 122°-125° C. Starting materials: ice, [OH-].[Na+] (sodium hydroxide), ON1N=NC2=C1C=CC=C2 (1-hydroxybenzotriazole), Cl.CN(CCCN=C=NCC)C (1-(3-dimethylaminopropyl)-3-ethylcarbodiimide hydrochloride), OCC=1C=CC2=C(N3C(=N2)SC(=C3)C(=O)O)C1 (6-hydroxymethylthiazolo[3,2-a]benzimidazole-2-carboxylic acid), CN(C)C=O (DMF). Run at time 2 hour. Yields the product OCC=1C=CC2=C(N3C(=N2)SC(=C3)C(=O)N(CC(C)(C)C)C)C1 (6-Hydroxymethyl-N-methyl-N-neopentylthiazolo[3,2-a]benzimidazole-2-carboxamide). As a reaction SMILES: ON1C2C=C[CH:9]=[CH:10][C:5]=2N=N1.Cl.[CH3:12]N(C)CCCN=C=NCC.[OH:23][CH2:24][C:25]1[CH:26]=[CH:27][C:28]2[N:32]=[C:31]3[S:33][C:34]([C:36]([OH:38])=O)=[CH:35][N:30]3[C:29]=2[CH:39]=1.[OH-].[Na+].[CH3:42][N:43]([CH:45]=O)C>>[OH:23][CH2:24][C:25]1[CH:26]=[CH:27][C:28]2[N:32]=[C:31]3[S:33][C:34]([C:36]([N:43]([CH3:42])[CH2:45][C:10]([CH3:9])([CH3:5])[CH3:12])=[O:38])=[CH:35][N:30]3[C:29]=2[CH:39]=1 |f:1.2,4.5|. Procedure details: In an ice bath, 1-hydroxybenzotriazole (2.03 g) and 1-(3-dimethylaminopropyl)-3-ethylcarbodiimide hydrochloride (5.75 g) were added to a DMF (25 ml) suspension of 6-hydroxymethylthiazolo[3,2-a]benzimidazole-2-carboxylic acid (2.48 g), and the reaction mixture was stirred for 30 minutes in the ice bath and then for 2 hours by removing the ice bath. Methylneopentylamine hydrochloride (2.75 g) and triethylamine (2.8 ml) were added to the reaction mixture, and the resulting reaction mixture was stir... Reactants: CN(C1=CC=C(C=C1)P(=O)(CCCCP(=O)(C1=CC=C(C=C1)N(C)C)C1=CC=C(C=C1)N(C)C)C1=CC=C(C=C1)N(C)C)C (1,4-bis[bis(4-dimethylaminophenyl)phosphinyl]butane), C(CCC)N(CCCC)CCCC (tri-n-butylamine), C[SiH](Cl)Cl (methyldichlorosilane). Run in CC=1C=CC=CC1C (o-xylene). Reaction conditions: temperature 50 celsius, time 4 hour. Product: CN(C1=CC=C(C=C1)P(CCCCP(C1=CC=C(C=C1)N(C)C)C1=CC=C(C=C1)N(C)C)C1=CC=C(C=C1)N(C)C)C (1,4-bis[bis(4-dimethylaminophenyl)phosphino]butane). Isolated yield 91.9%. Reaction SMILES: [CH3:1][N:2]([CH3:44])[C:3]1[CH:8]=[CH:7][C:6]([P:9]([C:35]2[CH:40]=[CH:39][C:38]([N:41]([CH3:43])[CH3:42])=[CH:37][CH:36]=2)([CH2:11][CH2:12][CH2:13][CH2:14][P:15]([C:26]2[CH:31]=[CH:30][C:29]([N:32]([CH3:34])[CH3:33])=[CH:28][CH:27]=2)([C:17]2[CH:22]=[CH:21][C:20]([N:23]([CH3:25])[CH3:24])=[CH:19][CH:18]=2)=O)=O)=[CH:5][CH:4]=1.C(N(CCCC)CCCC)CCC.C[SiH](Cl)Cl>CC1C=CC=CC=1C>[CH3:34][N:32]([CH3:33])[C:29]1[CH:30]=[CH:31][C:26]([P:15]([C:17]2[CH:18]=[CH:19][C:20]([N:23]([CH3:24])[CH3:25])=[CH:21][CH:22]=2)[CH2:14][CH2:13][CH2:12][CH2:11][P:9]([C:6]2[CH:7]=[CH:8][C:3]([N:2]([CH3:1])[CH3:44])=[CH:4][CH:5]=2)[C:35]2[CH:40]=[CH:39][C:38]([N:41]([CH3:42])[CH3:43])=[CH:37][CH:36]=2)=[CH:27][CH:28]=1. Procedure details: 6.1 g (10 mmol) of 1,4-bis[bis(4-dimethylaminophenyl)phosphinyl]butane and 9.3 g (50 mmol) of tri-n-butylamine are initially charged in 30 ml of o-xylene in an argon atmosphere. 5.75 g (50 mmol) of methyldichlorosilane are slowly added dropwise with the reaction mixture warming up to 50° C. It is subsequently heated to 100° C. and stirred for 4 hours, then heated to 145° C. and stirred for 16 hours. Cooling the clear solution results in formation of colorless crystals which are filtered off and ... Starting materials: CCNc1cc2ncnc(N3CCN(C(=S)NCc4ccccc4)CC3)c2cc1[N+](=O)[O-], CCO, [Cl-], [Fe], O, O, O, O, O, O, O. Product: CCNc1cc2ncnc(N3CCN(C(=S)NCc4ccccc4)CC3)c2cc1N. RXN SMILES: [CH2:1]([c:2]1[cH:3][cH:4][cH:5][cH:6][cH:7]1)[NH:8][C:9](=[S:10])[N:11]1[CH2:12][CH2:13][N:14]([c:17]2[n:18][cH:19][n:20][c:21]3[cH:22][c:23]([NH:30][CH2:31][CH3:32])[c:24]([N+:27]([O-:28])=[O:29])[cH:25][c:26]23)[CH2:15][CH2:16]1.[CH3:40][CH2:41][OH:42].[Cl-:39].[Fe:44].[OH2:33].[OH2:34].[OH2:35].[OH2:36].[OH2:37].[OH2:38].[OH2:43]>>[CH2:1]([c:2]1[cH:3][cH:4][cH:5][cH:6][cH:7]1)[NH:8][C:9](=[S:10])[N:11]1[CH2:12][CH2:13][N:14]([c:17]2[n:18][cH:19][n:20][c:21]3[cH:22][c:23]([NH:30][CH2:31][CH3:32])[c:24]([NH2:27])[cH:25][c:26]23)[CH2:15][CH2:16]1. Run at time 8 hour. Yield: 47.4%. Procedure: To a solution of (5Z)-5-(piperidin-4-ylmethylidene)-4-(prop-2-yn-1-ylamino)-1,3-thiazol-2(5H)-one dihydrochloride (200 mg) in DMF (3 mL) were added potassium carbonate (345 mg) and 1-chloro-4-(chloromethyl)benzene (103 mg). The reaction mixture was stirred at room temperature overnight, water was added, and the mixture was extracted with ethyl acetate. The extract was washed with water and saturated brine, and dried over anhydrous magnesium sulfate, and the solvent was evaporated under reduced p... Reaction SMILES: Cl.Cl.[NH:3]1[CH2:8][CH2:7][CH:6](/[CH:9]=[C:10]2/[C:11]([NH:16][CH2:17][C:18]#[CH:19])=[N:12][C:13](=[O:15])[S:14]/2)[CH2:5][CH2:4]1.C(=O)([O-])[O-].[K+].[K+].[Cl:26][C:27]1[CH:32]=[CH:31][C:30]([CH2:33]Cl)=[CH:29][CH:28]=1.O>CN(C=O)C>[Cl:26][C:27]1[CH:32]=[CH:31][C:30]([CH2:33][N:3]2[CH2:8][CH2:7][CH:6](/[CH:9]=[C:10]3/[C:11]([NH:16][CH2:17][C:18]#[CH:19])=[N:12][C:13](=[O:15])[S:14]/3)[CH2:5][CH2:4]2)=[CH:29][CH:28]=1 |f:0.1.2,3.4.5|. The product is ClC1=CC=C(CN2CCC(CC2)\C=C/2\C(=NC(S2)=O)NCC#C)C=C1 ((5Z)-5-{[1-(4-chlorobenzyl)piperidin-4-yl]methylidene}-4-(prop-2-yn-1-ylamino)-1,3-thiazol-2(5H)-one). The reactants are Cl.Cl.N1CCC(CC1)\C=C/1\C(=NC(S1)=O)NCC#C ((5Z)-5-(piperidin-4-ylmethylidene)-4-(prop-2-yn-1-ylamino)-1,3-thiazol-2(5H)-one dihydrochloride), C([O-])([O-])=O.[K+].[K+] (potassium carbonate), ClC1=CC=C(C=C1)CCl (1-chloro-4-(chloromethyl)benzene), O (water). Run in CN(C)C=O (DMF). The reactants are C1(CCCC1)C=1C=NN(C1)CC[C@](C(=O)O)(S(=O)(=O)C)C ((2R)-4-(4-cyclopentyl-1H-pyrazol-1-yl)-2-methyl-2-(methylsulfonyl)butanoic acid), CN1CCOCC1 (N-methylmorpholine), O1C(CCCC1)ON (O-Tetrahydro-2H-pyran-2-yl-hydroxylamine). Run in O (Water). Run at time 1 hour. Product: C1(CCCC1)C=1C=NN(C1)CC[C@](C(=O)NOC1OCCCC1)(S(=O)(=O)C)C ((2R)-4-(4-cyclopentyl-1H-pyrazol-1-yl)-2-methyl-2-(methylsulfonyl)-N-(tetrahydro-2H-pyran-2-yloxy)butanamide). Yield: 76.0%. RXN SMILES: [CH:1]1([C:6]2[CH:7]=[N:8][N:9]([CH2:11][CH2:12][C@@:13]([CH3:21])([S:17]([CH3:20])(=[O:19])=[O:18])[C:14]([OH:16])=O)[CH:10]=2)[CH2:5][CH2:4][CH2:3][CH2:2]1.CN1CCOCC1.[O:29]1[CH2:34][CH2:33][CH2:32][CH2:31][CH:30]1[O:35][NH2:36]>O>[CH:1]1([C:6]2[CH:7]=[N:8][N:9]([CH2:11][CH2:12][C@@:13]([CH3:21])([S:17]([CH3:20])(=[O:19])=[O:18])[C:14]([NH:36][O:35][CH:30]3[CH2:31][CH2:32][CH2:33][CH2:34][O:29]3)=[O:16])[CH:10]=2)[CH2:2][CH2:3][CH2:4][CH2:5]1. Procedure details: (2R)-4-(4-cyclopentyl-1H-pyrazol-1-yl)-2-methyl-2-(methylsulfonyl)butanoic acid (100 mg, 0.318 mmol, 1 eq) and CDMT (73.2 mg, 0.413 mmol, 1.3 eq) were charged into a flask. The flask was flushed with nitrogen and then 2-MeTHF (5 mL) added. To this mixture was added N-methylmorpholine (50 uL, 0.445 mmol, 1.4 eq) and the reaction mixture was stirred at RT for one hour. O-Tetrahydro-2H-pyran-2-yl-hydroxylamine (49 mg, 0.413 mmol, 1.3 eq) was added and the reaction mixture was stirred overnight at R... The reactants are CC(C(=O)C1=CC=C(C=C1)SC)CC (2-methyl-1-[4-(methylthio)phenyl]-1-butanone), 336, [OH-].[Na+] (NaOH). Run in C1(=CC=CC=C1)C (toluene), C(Cl)(Cl)(Cl)Cl (CCl4), Cl (HCl), [NH4+].[Cl-] (NH4Cl). Conditions: time 2 day. Product: OC(C(=O)C1=CC=C(C=C1)SC)(CC)C (2-Hydroxy-2-methyl-1-[4-(methylthio)phenyl]-1-butanone). RXN SMILES: [CH3:1][CH:2]([CH2:13][CH3:14])[C:3]([C:5]1[CH:10]=[CH:9][C:8]([S:11][CH3:12])=[CH:7][CH:6]=1)=[O:4].[OH-:15].[Na+]>C1(C)C=CC=CC=1.C(Cl)(Cl)(Cl)Cl.Cl.[NH4+].[Cl-]>[OH:15][C:2]([CH3:1])([CH2:13][CH3:14])[C:3]([C:5]1[CH:6]=[CH:7][C:8]([S:11][CH3:12])=[CH:9][CH:10]=1)=[O:4] |f:1.2,6.7|. Reported procedure: To a solution of the ketone from step 1 (33 g) in toluene (48 mL), CCl4 (23.5 mL) and Aliquat, 336 (10.5 mL), was added NaOH pellets (14.5 g) and the resulting mixture was vigorously stirred for 2 days. The reaction mixture was diluted with 5N HCl, aqueous NH4Cl and extracted with Et2O. The organic layer was dried over Na2SO4 and concentrated. The crude product was purified by flash chromatography eluted with EtOAc/Hexane 9% to give a yellow syrup. The reactants are FC(C(F)(F)F)OC=1C=C(C=CC1)C (3-tetrafluoroethoxytoluene), [N+](=O)(O)[O-] (nitric acid), S(O)(O)(=O)=O (sulfuric acid). The solvent is C(C)(=O)O (acetic acid). Conditions: time 2 hour. Product: [N+](=O)([O-])C1=C(C=C(C=C1)C)OC(C(F)(F)F)F (4-nitro-3-tetrafluoroethoxytoluene). As a reaction SMILES: [F:1][CH:2]([O:7][C:8]1[CH:9]=[C:10]([CH3:14])[CH:11]=[CH:12][CH:13]=1)[C:3]([F:6])([F:5])[F:4].[N+:15]([O-])([OH:17])=[O:16].S(=O)(=O)(O)O>C(O)(=O)C>[N+:15]([C:13]1[CH:12]=[CH:11][C:10]([CH3:14])=[CH:9][C:8]=1[O:7][CH:2]([F:1])[C:3]([F:4])([F:5])[F:6])([O-:17])=[O:16]. Reported procedure: 20.8 g (0.10 moles) 3-tetrafluoroethoxytoluene is placed in 25 ml glacial acetic acid and nitrated at 5° C. with a mixture of 30 ml concentrated nitric acid and 35 ml concentrated sulfuric acid. The solution turns yellow as the nitrating acid is added dropwise. When the addition is terminated the cooling bath is removed and the solution is agitated for 31/2 hours at room temperature. The solution is then poured onto ice, the pecipitated oil separated and the aqueous solution is extracted with et...